Dataset: the Open Reaction Database (ORD), a public repository of structured organic reaction records. Task: describe an organic reaction: reactants, conditions, products, and yield Starting materials: N(=NC(=O)OC(C)C)C(=O)OC(C)C (diisopropyl azodicarboxylate), C1(=CC=CC=C1)P(C1=CC=CC=C1)C1=CC=CC=C1 (Triphenylphosphine), C(C)(=S)O (thioacetic acid), FC1=CC=C(C=C1)CC(C(=O)OC(C1=CC=CC=C1)C1=CC=CC=C1)O (diphenylmethyl 3-(4-fluorophenyl)lactate). The solvent is O1CCCC1 (tetrahydrofuran), O1CCCC1 (tetrahydrofuran). Reaction conditions: temperature 0 celsius. Yields the product C(C)(=O)SC(C(=O)OC(C1=CC=CC=C1)C1=CC=CC=C1)CC1=CC=C(C=C1)F (diphenylmethyl 2-acetylthio-3-(4-fluorophenyl)propionate). The yield is 76.0%. Reaction SMILES: C1(P(C2C=CC=CC=2)C2C=CC=CC=2)C=CC=CC=1.N(C(OC(C)C)=O)=NC(OC(C)C)=O.[C:34]([OH:37])(=[S:36])[CH3:35].[F:38][C:39]1[CH:44]=[CH:43][C:42]([CH2:45][CH:46](O)[C:47]([O:49][CH:50]([C:57]2[CH:62]=[CH:61][CH:60]=[CH:59][CH:58]=2)[C:51]2[CH:56]=[CH:55][CH:54]=[CH:53][CH:52]=2)=[O:48])=[CH:41][CH:40]=1>O1CCCC1>[C:34]([S:36][CH:46]([CH2:45][C:42]1[CH:43]=[CH:44][C:39]([F:38])=[CH:40][CH:41]=1)[C:47]([O:49][CH:50]([C:51]1[CH:56]=[CH:55][CH:54]=[CH:53][CH:52]=1)[C:57]1[CH:58]=[CH:59][CH:60]=[CH:61][CH:62]=1)=[O:48])(=[O:37])[CH3:35]. Procedure: Triphenylphosphine (3.99 g, 15.2 mmol) was dissolved in dry tetrahydrofuran (78 ml), followed by cooling to 0° C. under cooling with ice. Further, diisopropyl azodicarboxylate (DIAD (2.99 ml, 15.2 mmol)) was dropped thereinto under stirring. Thirty minutes thereafter, a solution of a mixture of thioacetic acid (1.25 ml, 17.8 mmol) with diphenylmethyl 3-(4-fluorophenyl)lactate (4.0 g, 11.4 mmol) obtained in the Synthesis Example F-1 in dry tetrahydrofuran (45 ml) was dropped thereinto. The mixtur...